This data is from the Open Reaction Database (ORD), a public repository of structured organic reaction records. The task is: describe an organic reaction: reactants, conditions, products, and yield The reactants are sodium dihydro-bis(2-methoxyethoxy)-aluminate, C(C)OC(C(=CC1CCC(CC1)C(C)(C)C)C)=O (3-(4-tert.butyl-cyclohexyl)-2-methyl-acrylic acid ethyl ester), 2-N, [OH-].[Na+] (sodium hydroxide). Product: C(C)(C)(C)C1CCC(CC1)C=C(CO)C (3-(4-tert.butyl-cyclohexyl)-2-methyl-allyl alcohol). Run in C1(=CC=CC=C1)C (toluene), C1(=CC=CC=C1)C (toluene). Reported procedure: 46 g. of a 70% sodium dihydro-bis(2-methoxyethoxy)-aluminate solution in toluene are added dropwise at 25°-30° C. over a period of 90 minutes to a solution of 25.3 g of 3-(4-tert.butyl-cyclohexyl)-2-methyl-acrylic acid ethyl ester in 130 ml of absolute toluene and the mixture is subsequently warmed at 40° C. for 2 hours. The mixture is then cooled down to -10° C., treated dropwise with 130 ml of 2-N sodium hydroxide, the toluene phase is separated and the aqueous-alkaline phase is back-extracted... Reaction SMILES: C([O:3][C:4](=O)[C:5]([CH3:17])=[CH:6][CH:7]1[CH2:12][CH2:11][CH:10]([C:13]([CH3:16])([CH3:15])[CH3:14])[CH2:9][CH2:8]1)C.[OH-].[Na+]>C1(C)C=CC=CC=1>[C:13]([CH:10]1[CH2:9][CH2:8][CH:7]([CH:6]=[C:5]([CH3:17])[CH2:4][OH:3])[CH2:12][CH2:11]1)([CH3:16])([CH3:14])[CH3:15] |f:1.2|. Conditions: temperature 40 celsius. Reactants: CC(C)(C)NC(=O)C1CC(Cl)CN1C(=O)C(O)C(Cc1ccccc1)N(Cc1ccccc1)Cc1ccccc1, CO, O=CO, [Pd]. The product is CC(C)(C)NC(=O)C1CC(Cl)CN1C(=O)C(O)C(N)Cc1ccccc1. RXN SMILES: [CH2:1]([N:8]([CH2:2][c:3]1[cH:4][cH:5][cH:6][cH:7][cH:9]1)[CH:16]([CH:17]([C:18](=[O:19])[N:20]1[CH:21]([C:22](=[O:23])[NH:24][C:25]([CH3:26])([CH3:27])[CH3:28])[CH2:29][CH:30]([Cl:32])[CH2:31]1)[OH:33])[CH2:34][c:35]1[cH:36][cH:37][cH:38][cH:39][cH:40]1)[c:10]1[cH:11][cH:12][cH:13][cH:14][cH:15]1.[CH3:44][OH:45].[CH:41]([OH:42])=[O:43].[Pd:46]>>[NH2:8][CH:16]([CH:17]([C:18](=[O:19])[N:20]1[CH:21]([C:22](=[O:23])[NH:24][C:25]([CH3:26])([CH3:27])[CH3:28])[CH2:29][CH:30]([Cl:32])[CH2:31]1)[OH:33])[CH2:34][c:35]1[cH:36][cH:37][cH:38][cH:39][cH:40]1. The reactants are C(C)(C)(C)OC(=O)N1[C@@H](C[C@@H](C1)CNC(C1=CC(=CC=C1)C#N)=O)C(=O)N1CSCC1 ((2S, 4R)-4-[(3-Cyano-benzoylamino)-methyl]-2-(thiazolidine-3-carbonyl)-pyrrolidine-1-carboxylic acid tert-butyl ester), [N-]=[N+]=[N-].[Na+] (sodium azide), [Cl-].[NH4+] (ammonium chloride). Run in CN(C)C=O (DMF). The product is C(C)(C)(C)OC(=O)N1[C@@H](C[C@@H](C1)CNC(C1=CC(=CC=C1)C1=NN=NN1)=O)C(=O)N1CSCC1 ((2S, 4R)-4-{[3-(1H-Tetrazol-5-yl)-benzoylamino]-methyl}-2-(thiazolidine-3-carbonyl)-pyrrolidine-1-carboxylic acid tert-butyl ester). Reaction SMILES: [C:1]([O:5][C:6]([N:8]1[CH2:12][C@@H:11]([CH2:13][NH:14][C:15](=[O:24])[C:16]2[CH:21]=[CH:20][CH:19]=[C:18]([C:22]#[N:23])[CH:17]=2)[CH2:10][C@H:9]1[C:25]([N:27]1[CH2:31][CH2:30][S:29][CH2:28]1)=[O:26])=[O:7])([CH3:4])([CH3:3])[CH3:2].[N-:32]=[N+:33]=[N-:34].[Na+].[Cl-].[NH4+]>CN(C=O)C>[C:1]([O:5][C:6]([N:8]1[CH2:12][C@@H:11]([CH2:13][NH:14][C:15](=[O:24])[C:16]2[CH:21]=[CH:20][CH:19]=[C:18]([C:22]3[NH:34][N:33]=[N:32][N:23]=3)[CH:17]=2)[CH2:10][C@H:9]1[C:25]([N:27]1[CH2:31][CH2:30][S:29][CH2:28]1)=[O:26])=[O:7])([CH3:4])([CH3:2])[CH3:3] |f:1.2,3.4|. Reported procedure: To a solution of Example 30A (300 mg, 0.67 mmol) in anhydrous DMF (4 mL) was added sodium azide (522 mg, 8.04 mmol) followed by ammonium chloride (428.8 mg, 8.04 mmol). The mixture was flushed with nitrogen, then exposed to microwave irradiation (20W, 175° C.) for 15 minutes. The mixture was concentrated under reduced pressure to afford a brown oil. The brown oil was purified by RP-HPLC to provide the titled compound. MS (ESI) m/e 488 (M+H)+, 486 (M−H)−; 1H NMR (300 MHz, CD3OD) δ ppm 1.39 (s, 6H... The reactants are C(C(=O)Cl)(=O)Cl (oxalyl chloride), C(C)(C)N(CC)C(C)C (diisopropylethylamine), CC1(CNC(C=2N1C=1C=C(C=CC1C2)C(=O)O)=O)C (4,4-dimethyl-1-oxo-1,2,3,4-tetrahydro-pyrazino[1,2-a]indole-7-carboxylic acid), NC=1C=NC=CC1 (3-aminopyridine). The reagents and catalysts are CN(C)C=O (DMF). The solvent is C(Cl)Cl.C1CCOC1 (CH2Cl2 THF), C1CCOC1 (THF). Reaction conditions: time 1 hour. Yields the product N1=CC(=CC=C1)NC(=O)C=1C=CC=2C=C3N(C2C1)C(CNC3=O)(C)C (4,4-dimethyl-1-oxo-1,2,3,4-tetrahydro-pyrazino[1,2-a]indole-7-carboxylic acid pyridin-3-ylamide). Yield: 96.5%. As a reaction SMILES: [CH3:1][C:2]1([CH3:19])[N:7]2[C:8]3[CH:9]=[C:10]([C:15](O)=[O:16])[CH:11]=[CH:12][C:13]=3[CH:14]=[C:6]2[C:5](=[O:18])[NH:4][CH2:3]1.C(Cl)(=O)C(Cl)=O.[NH2:26][C:27]1[CH:28]=[N:29][CH:30]=[CH:31][CH:32]=1.C(N(C(C)C)CC)(C)C>CN(C=O)C.C1COCC1.C(Cl)Cl.C1COCC1>[N:29]1[CH:30]=[CH:31][CH:32]=[C:27]([NH:26][C:15]([C:10]2[CH:11]=[CH:12][C:13]3[CH:14]=[C:6]4[C:5](=[O:18])[NH:4][CH2:3][C:2]([CH3:19])([CH3:1])[N:7]4[C:8]=3[CH:9]=2)=[O:16])[CH:28]=1 |f:6.7|. Procedure details: To a suspension of 24 mg (0.093 mmol) of 4,4-dimethyl-1-oxo-1,2,3,4-tetrahydro-pyrazino[1,2-a]indole-7-carboxylic acid in 2:1 CH2Cl2/THF (3 mL) was added 16 μL (0.19 mmol) oxalyl chloride followed by two drops of 10% DMF in THF. After stirring for 1 h, the mixture was concentrated and 1 mL of CH2Cl2 was added followed by 17 mg (0.19 mmol) of 3-aminopyridine and 33 μL (0.19) of diisopropylethylamine. The mixture was stirred overnight, concentrated, and chromatographed (0-8% MeOH in CH2Cl2) to pro... Starting materials: CCOC(=O)C(C)CC(Cc1ccc(-c2cccc(Cl)c2)cc1)NC(=O)c1cc(O)no1, CCO, Cl, [Na+], [OH-]. The product is CC(CC(Cc1ccc(-c2cccc(Cl)c2)cc1)NC(=O)c1cc(O)no1)C(=O)O. As a reaction SMILES: [CH2:1]([CH3:2])[O:3][C:4]([CH:5]([CH2:6][CH:7]([CH2:8][c:9]1[cH:10][cH:11][c:12](-[c:15]2[cH:16][c:17]([Cl:21])[cH:18][cH:19][cH:20]2)[cH:13][cH:14]1)[NH:22][C:23](=[O:24])[c:25]1[cH:26][c:27]([OH:30])[n:28][o:29]1)[CH3:31])=[O:32].[CH3:36][CH2:37][OH:38].[ClH:35].[Na+:34].[OH-:33]>>[O:3]=[C:4]([CH:5]([CH2:6][CH:7]([CH2:8][c:9]1[cH:10][cH:11][c:12](-[c:15]2[cH:16][c:17]([Cl:21])[cH:18][cH:19][cH:20]2)[cH:13][cH:14]1)[NH:22][C:23](=[O:24])[c:25]1[cH:26][c:27]([OH:30])[n:28][o:29]1)[CH3:31])[OH:32]. Starting materials: C(C)(C)(C)OC(=O)N1CCC(CC1)CNC1=NC2=C(N1)C=CC=C2C(NCCOC)=O (4-{[4-(2-methoxy-ethylcarbamoyl)-1H-benzimidazol-2-ylamino]-methyl}-piperidine-1-carboxylic acid tert-butyl ester), O1CCOCC1.Cl (hydrogen chloride-1,4-dioxane). Solvent: CO (methanol). Conditions: temperature 50 celsius, time 1 hour. The product is COCCNC(=O)C1=CC=CC=2NC(=NC21)NCC2CCNCC2 (2-[(piperidin-4-ylmethyl)-amino]-1H-benzimidazole-4-carboxylic acid (2-methoxy-ethyl)-amide). Reaction SMILES: C(OC([N:8]1[CH2:13][CH2:12][CH:11]([CH2:14][NH:15][C:16]2[NH:20][C:19]3[CH:21]=[CH:22][CH:23]=[C:24]([C:25](=[O:31])[NH:26][CH2:27][CH2:28][O:29][CH3:30])[C:18]=3[N:17]=2)[CH2:10][CH2:9]1)=O)(C)(C)C.O1CCOCC1.Cl>CO>[CH3:30][O:29][CH2:28][CH2:27][NH:26][C:25]([C:24]1[C:18]2[N:17]=[C:16]([NH:15][CH2:14][CH:11]3[CH2:10][CH2:9][NH:8][CH2:13][CH2:12]3)[NH:20][C:19]=2[CH:21]=[CH:22][CH:23]=1)=[O:31] |f:1.2|. Procedure: After dissolving 4-{[4-(2-methoxy-ethylcarbamoyl)-1H-benzimidazol-2-ylamino]-methyl}-piperidine-1-carboxylic acid tert-butyl ester (1.30 g, 3.01 mmol) in methanol (1 ml), a 4N hydrogen chloride-1,4-dioxane solution (7.0 ml, 28.0 mmol) was added and the mixture was stirred at 50° C. for 1 hour. The reaction mixture was concentrated under reduced pressure and vacuum dried to obtain 2-[(piperidin-4-ylmethyl)-amino]-1H-benzimidazole-4-carboxylic acid (2-methoxy-ethyl)-amide. The compound was identif... Starting materials: CCOC(=O)CCc1cccc2cc(S(=O)(=O)c3cccc(F)c3)ccc12, CCO, Cc1ccccc1, [Na+], [OH-]. Yields the product O=C(O)CCc1cccc2cc(S(=O)(=O)c3cccc(F)c3)ccc12. Reaction SMILES: [CH2:1]([CH3:2])[O:3][C:4]([CH2:5][CH2:6][c:7]1[cH:8][cH:9][cH:10][c:11]2[cH:12][c:13]([S:17](=[O:18])(=[O:19])[c:20]3[cH:21][c:22]([F:26])[cH:23][cH:24][cH:25]3)[cH:14][cH:15][c:16]12)=[O:27].[CH3:30][CH2:31][OH:32].[CH3:33][c:34]1[cH:35][cH:36][cH:37][cH:38][cH:39]1.[Na+:29].[OH-:28]>>[O:3]=[C:4]([CH2:5][CH2:6][c:7]1[cH:8][cH:9][cH:10][c:11]2[cH:12][c:13]([S:17](=[O:18])(=[O:19])[c:20]3[cH:21][c:22]([F:26])[cH:23][cH:24][cH:25]3)[cH:14][cH:15][c:16]12)[OH:27].